This data is from the Open Reaction Database (ORD), a public repository of structured organic reaction records. The task is: describe an organic reaction: reactants, conditions, products, and yield The reactants are O=C([O-])[O-], CCN(CC)c1cc(F)c(N)cc1F, ClC(Cl)Cl, S=C(Cl)Cl, [K+], [K+], O. The product is CCN(CC)c1cc(F)c(N=C=S)cc1F. RXN SMILES: [C:19](=[O:20])([O-:21])[O-:22].[CH2:5]([CH3:6])[N:7]([c:8]1[cH:9][c:10]([F:16])[c:11]([NH2:12])[cH:13][c:14]1[F:15])[CH2:17][CH3:18].[CH:25]([Cl:26])([Cl:27])[Cl:28].[Cl:1][C:2]([Cl:3])=[S:4].[K+:23].[K+:24].[OH2:29]>>[C:2](=[S:4])=[N:12][c:11]1[c:10]([F:16])[cH:9][c:8]([N:7]([CH2:5][CH3:6])[CH2:17][CH3:18])[c:14]([F:15])[cH:13]1.